This data is from the Open Reaction Database (ORD), a public repository of structured organic reaction records. The task is: describe an organic reaction: reactants, conditions, products, and yield The reactants are O.O.O.[F-].C(CCC)[N+](CCCC)(CCCC)CCCC (tetrabutylammonium fluoride trihydrate), ice water, FC(F)(F)[Si](C)(C)C (Trifluoromethyltrimethylsilane), BrC1=CC(=C(C=C1)C(C(=O)C1=CC2=C(N(C(O2)=O)C)C=C1)C)Cl (6-[2-(4-bromo-2-chloro-phenyl)-propionyl]-3-methyl-3H-benzooxazol-2-one). Solvent: C1CCOC1 (THF). Conditions: time 48 hour. The product is BrC1=CC(=C(C=C1)C(C(C(F)(F)F)(O)C1=CC2=C(N(C(O2)=O)C)C=C1)C)Cl (6-[2-(4-Bromo-2-chloro-phenyl)-1-hydroxy-1-trifluoromethyl-propyl]-3-methyl-3H-benzooxazol-2-one), foam. Isolated yield 70.0%. RXN SMILES: [F:1][C:2]([Si](C)(C)C)([F:4])[F:3].[Br:9][C:10]1[CH:15]=[CH:14][C:13]([CH:16]([CH3:30])[C:17]([C:19]2[CH:29]=[CH:28][C:22]3[N:23]([CH3:27])[C:24](=[O:26])[O:25][C:21]=3[CH:20]=2)=[O:18])=[C:12]([Cl:31])[CH:11]=1.O.O.O.[F-].C([N+](CCCC)(CCCC)CCCC)CCC>C1COCC1>[Br:9][C:10]1[CH:15]=[CH:14][C:13]([CH:16]([CH3:30])[C:17]([C:19]2[CH:29]=[CH:28][C:22]3[N:23]([CH3:27])[C:24](=[O:26])[O:25][C:21]=3[CH:20]=2)([OH:18])[C:2]([F:4])([F:3])[F:1])=[C:12]([Cl:31])[CH:11]=1 |f:2.3.4.5.6|. Reported procedure: Trifluoromethyltrimethylsilane (2M in THF, 1.48 mL) was added at 0° C. to a solution of 6-[2-(4-bromo-2-chloro-phenyl)-propionyl]-3-methyl-3H-benzooxazol-2-one (531 mg) in THF (15 mL) followed by the addition of tetrabutylammonium fluoride trihydrate (424 mg). Stirring was continued for 48 hours at r.t. The reaction mixture was poured into ice/water and extracted two times with ethyl acetate. The combined organic layers were washed with brine, dried over Na2SO4, filtered and the solvent was evap...